From a dataset of the Open Reaction Database (ORD), a public repository of structured organic reaction records. describe an organic reaction: reactants, conditions, products, and yield Yield: 40.5%. Procedure: 2-(2-Hydroxyethoxy)-5-nitropyridine (obtained as described in Annalen der Chemie., 1936, 521, 286) (114 g) was added portionwise to an ice-cooled, stirred suspension of sodium hydride (60% dispersion in mineral oil; 24.8 g) in N,N-dimethylformamide (DMF) (600 ml), at such a rate that the temperature did not exceed 10° C. The solution was stirred at 0° C. for 10 minutes, and then tert-butylchlorodiphenylsilane (171 g) was added dropwise at such a rate that the temperature did not exceed 10° C. Th... The reactants are [H-].[Na+] (sodium hydride), OCCOC1=NC=C(C=C1)[N+](=O)[O-] (2-(2-Hydroxyethoxy)-5-nitropyridine), ice, C(C)(C)(C)[Si](C1=CC=CC=C1)(C1=CC=CC=C1)Cl (tert-butylchlorodiphenylsilane), O (water). As a reaction SMILES: [OH:1][CH2:2][CH2:3][O:4][C:5]1[CH:10]=[CH:9][C:8]([N+:11]([O-:13])=[O:12])=[CH:7][N:6]=1.[H-].[Na+].[C:16]([Si:20](Cl)([C:27]1[CH:32]=[CH:31][CH:30]=[CH:29][CH:28]=1)[C:21]1[CH:26]=[CH:25][CH:24]=[CH:23][CH:22]=1)([CH3:19])([CH3:18])[CH3:17].O>CN(C)C=O>[Si:20]([O:1][CH2:2][CH2:3][O:4][C:5]1[CH:10]=[CH:9][C:8]([N+:11]([O-:13])=[O:12])=[CH:7][N:6]=1)([C:16]([CH3:19])([CH3:18])[CH3:17])([C:27]1[CH:28]=[CH:29][CH:30]=[CH:31][CH:32]=1)[C:21]1[CH:26]=[CH:25][CH:24]=[CH:23][CH:22]=1 |f:1.2|. Product: [Si](C1=CC=CC=C1)(C1=CC=CC=C1)(C(C)(C)C)OCCOC1=NC=C(C=C1)[N+](=O)[O-] (2-[2-(t-butyldiphenylsilyl)oxyethoxy]-5-nitropyridine). Run in CN(C=O)C (N,N-dimethylformamide). The reactants are C(C1=CC=CC=C1)OC(=O)N1CCC(CC1)NC1=C2C(=NC=C1[N+](=O)[O-])N(C=C2)S(=O)(=O)C2=CC=CC=C2 (4-(1-benzenesulfonyl-5-nitro-1H-pyrrolo[2,3-b]pyridine-4-ylamino)-piperidine-1-carboxylic acid benzyl ester). The reagents and catalysts are [Zn] (Zinc). Solvent: C(C)(=O)O (acetic acid). Conditions: temperature 60 celsius. Yields the product C(C1=CC=CC=C1)OC(=O)N1CCC(CC1)NC1=C2C(=NC=C1N)N(C=C2)S(=O)(=O)C2=CC=CC=C2 (4-(5-amino-1-benzenesulfonyl-1H-pyrrolo[2,3-b]pyridine-4-ylamino)-piperidine-1-carboxylic acid benzyl ester). Isolated yield 72.7%. Reaction SMILES: [CH2:1]([O:8][C:9]([N:11]1[CH2:16][CH2:15][CH:14]([NH:17][C:18]2[C:23]([N+:24]([O-])=O)=[CH:22][N:21]=[C:20]3[N:27]([S:30]([C:33]4[CH:38]=[CH:37][CH:36]=[CH:35][CH:34]=4)(=[O:32])=[O:31])[CH:28]=[CH:29][C:19]=23)[CH2:13][CH2:12]1)=[O:10])[C:2]1[CH:7]=[CH:6][CH:5]=[CH:4][CH:3]=1>C(O)(=O)C.[Zn]>[CH2:1]([O:8][C:9]([N:11]1[CH2:12][CH2:13][CH:14]([NH:17][C:18]2[C:23]([NH2:24])=[CH:22][N:21]=[C:20]3[N:27]([S:30]([C:33]4[CH:38]=[CH:37][CH:36]=[CH:35][CH:34]=4)(=[O:32])=[O:31])[CH:28]=[CH:29][C:19]=23)[CH2:15][CH2:16]1)=[O:10])[C:2]1[CH:7]=[CH:6][CH:5]=[CH:4][CH:3]=1. Procedure details: Zinc (24 g) was added to a solution of 4-(1-benzenesulfonyl-5-nitro-1H-pyrrolo[2,3-b]pyridine-4-ylamino)-piperidine-1-carboxylic acid benzyl ester (21.3 g, 40 mmol) in acetic acid (150 mL) and heated to 60° C. for 30 minutes. After cooling the mixture was filtered and the filtrate concentrated to dryness under vacuum. The resulting residue was partitioned between ethyl acetate and sodium hydrogen carbonate (sat. aq.), the organics layer dried with sodium sulphate and concentrated under vacuum. P... The reactants are N#Cc1cccc(C=O)c1, CCNCC, C1CCOC1, C[N+](=O)[O-]. Product: N#Cc1cccc(C(O)C[N+](=O)[O-])c1. Reaction SMILES: [C:1](#[N:2])[c:3]1[cH:4][c:5]([CH:6]=[O:7])[cH:8][cH:9][cH:10]1.[CH2:15]([NH:16][CH2:17][CH3:18])[CH3:19].[CH2:20]1[O:21][CH2:22][CH2:23][CH2:24]1.[N+:11](=[O:12])([O-:13])[CH3:14]>>[C:1](#[N:2])[c:3]1[cH:4][c:5]([CH:6]([OH:7])[CH2:14][N+:11](=[O:12])[O-:13])[cH:8][cH:9][cH:10]1. The reactants are COC(=O)Cc1cc(O)ccc1Br, O=Cc1cc(C(F)(F)F)ccc1F. Yields the product COC(=O)Cc1cc(Oc2ccc(C(F)(F)F)cc2C=O)ccc1Br. RXN SMILES: [CH3:1][O:2][C:3]([CH2:4][c:5]1[c:6]([Br:12])[cH:7][cH:8][c:9]([OH:11])[cH:10]1)=[O:13].[F:14][c:15]1[c:16]([CH:17]=[O:18])[cH:19][c:20]([C:23]([F:24])([F:25])[F:26])[cH:21][cH:22]1>>[CH3:1][O:2][C:3]([CH2:4][c:5]1[c:6]([Br:12])[cH:7][cH:8][c:9]([O:11][c:15]2[c:16]([CH:17]=[O:18])[cH:19][c:20]([C:23]([F:24])([F:25])[F:26])[cH:21][cH:22]2)[cH:10]1)=[O:13]. Procedure details: Add 1N HCl in methanol (50 ml) to 1,2,16,17-tetramethyl-1,5,13,17-tetra(t-butoxycarbonyl)-1,5,13,17-tetraazaheptadecane (3.8 g, 0.0054 mol) and stir overnight. Remove the solvent in vacuo and recrystallize the residue two times from methanol/acetonitrile (40/60, v/v) to yield 0.74 g of the title compound as a white solid (mp 238°-9° C.). Rf is 0.31 for TLC on silica gel developed with 40% conc. ammonia in methanol. The product is Cl.Cl.Cl.Cl.CNC(CCNCCCCCCCNCCC(C)NC)C (N,N'-Bis[3-(methylamino)butyl]-1,7-diaminoheptane tetrahydrochloride). Reaction SMILES: [ClH:1].[CH3:2][N:3](C(OC(C)(C)C)=O)[CH:4]([CH3:43])[CH2:5][CH2:6][N:7](C(OC(C)(C)C)=O)[CH2:8][CH2:9][CH2:10][CH2:11][CH2:12][CH2:13][CH2:14][N:15](C(OC(C)(C)C)=O)[CH2:16][CH2:17][CH:18]([CH3:28])[N:19](C)[C:20](OC(C)(C)C)=O>CO>[ClH:1].[ClH:1].[ClH:1].[ClH:1].[CH3:20][NH:19][CH:18]([CH3:28])[CH2:17][CH2:16][NH:15][CH2:14][CH2:13][CH2:12][CH2:11][CH2:10][CH2:9][CH2:8][NH:7][CH2:6][CH2:5][CH:4]([NH:3][CH3:2])[CH3:43] |f:3.4.5.6.7|. The reactants are Cl (HCl), CN(C(CCN(CCCCCCCN(CCC(N(C(=O)OC(C)(C)C)C)C)C(=O)OC(C)(C)C)C(=O)OC(C)(C)C)C)C(=O)OC(C)(C)C (1,2,16,17-tetramethyl-1,5,13,17-tetra(t-butoxycarbonyl)-1,5,13,17-tetraazaheptadecane). The solvent is CO (methanol). Reaction conditions: time 8 hour. Procedure details: Table 1, Entry 3. In the reaction tube were mixed iodobenzene (0.204 g, 1.0 mmol), styrene (0.130 g, 1.25 mmol), palladium acetate (0.00225 g, 0.01 mmol), tri-n-butylamine (0.185 g, 1.0 mmol) and 0.50 ml DMF.under nitrogen. The contents of the flask were irradiated for 2.50 min with an effect of 90 W. After cooling, the product mixture was poured into 25 ml water and was extracted three times with 25 ml DCM. The combined extracts were washed with 25 ml water and concentrated to an oil. The crude... Run in O (water). As a reaction SMILES: I[C:2]1[CH:7]=[CH:6][CH:5]=[CH:4][CH:3]=1.[CH2:8]=[CH:9][C:10]1[CH:15]=[CH:14][CH:13]=[CH:12][CH:11]=1.C(N(CCCC)CCCC)CCC.CN(C=O)C>C([O-])(=O)C.[Pd+2].C([O-])(=O)C.O>[C:2]1(/[CH:8]=[CH:9]/[C:10]2[CH:15]=[CH:14][CH:13]=[CH:12][CH:11]=2)[CH:7]=[CH:6][CH:5]=[CH:4][CH:3]=1 |f:4.5.6|. Product: C1(=CC=CC=C1)\C=C\C1=CC=CC=C1 ((E)-Stilbene). Reagents/catalysts: C(C)(=O)[O-].[Pd+2].C(C)(=O)[O-] (palladium acetate). Isolated yield 87.0%. Starting materials: IC1=CC=CC=C1 (iodobenzene), C=CC1=CC=CC=C1 (styrene), C(CCC)N(CCCC)CCCC (tri-n-butylamine), CN(C)C=O (DMF). Starting materials: CC#N, CO, COc1ccc(N)cc1OC1CCCC1, O=C1CCNC(=O)C1, c1ccccc1. The product is COc1ccc(NC2=CC(=O)NCC2)cc1OC1CCCC1. As a reaction SMILES: [CH3:30][C:31]#[N:32].[CH3:33][OH:34].[CH:1]1([O:6][c:7]2[cH:8][c:9]([NH2:10])[cH:11][cH:12][c:13]2[O:14][CH3:15])[CH2:2][CH2:3][CH2:4][CH2:5]1.[O:16]=[C:17]1[NH:18][CH2:19][CH2:20][C:21](=[O:23])[CH2:22]1.[cH:24]1[cH:25][cH:26][cH:27][cH:28][cH:29]1>>[CH:1]1([O:6][c:7]2[cH:8][c:9]([NH:10][C:21]3=[CH:22][C:17](=[O:16])[NH:18][CH2:19][CH2:20]3)[cH:11][cH:12][c:13]2[O:14][CH3:15])[CH2:2][CH2:3][CH2:4][CH2:5]1. Starting materials: O=C([O-])[O-], CCBr, CN(C)C=O, O=C(Nc1ccc(Cl)c(Cl)c1)N1CCN(C(=O)C2CCCNC2)CC1, Cl, [K+], [K+]. Product: CCN1CCCC(C(=O)N2CCN(C(=O)Nc3ccc(Cl)c(Cl)c3)CC2)C1. As a reaction SMILES: [C:27](=[O:28])([O-:29])[O-:30].[CH2:33]([CH3:34])[Br:35].[CH3:36][N:37]([CH3:38])[CH:39]=[O:40].[Cl:2][c:3]1[cH:4][c:5]([NH:10][C:11](=[O:12])[N:13]2[CH2:14][CH2:15][N:16]([C:19](=[O:20])[CH:21]3[CH2:22][NH:23][CH2:24][CH2:25][CH2:26]3)[CH2:17][CH2:18]2)[cH:6][cH:7][c:8]1[Cl:9].[ClH:1].[K+:31].[K+:32]>>[Cl:2][c:3]1[cH:4][c:5]([NH:10][C:11](=[O:12])[N:13]2[CH2:14][CH2:15][N:16]([C:19](=[O:20])[CH:21]3[CH2:22][N:23]([CH2:33][CH3:34])[CH2:24][CH2:25][CH2:26]3)[CH2:17][CH2:18]2)[cH:6][cH:7][c:8]1[Cl:9].